Dataset: the Open Reaction Database (ORD), a public repository of structured organic reaction records. Task: describe an organic reaction: reactants, conditions, products, and yield The reactants are C1CCOC1, CCOC(C)=O, CCOC(=O)c1c(C)nc2ccnn2c1N, O. Product: Cc1nc2ccnn2c(N)c1CO. RXN SMILES: [CH2:24]1[O:25][CH2:26][CH2:27][CH2:28]1.[CH3:17][CH2:18][O:19][C:20]([CH3:21])=[O:22].[NH2:1][c:2]1[c:3]([C:12](=[O:13])[O:14][CH2:15][CH3:16])[c:4]([CH3:11])[n:5][c:6]2[n:7]1[n:8][cH:9][cH:10]2.[OH2:23]>>[NH2:1][c:2]1[c:3]([CH2:12][OH:13])[c:4]([CH3:11])[n:5][c:6]2[n:7]1[n:8][cH:9][cH:10]2. Starting materials: CN, O=C(Cl)c1ccc([N+](=O)[O-])c(Oc2ccc(F)cc2F)c1, O. The product is CNC(=O)c1ccc([N+](=O)[O-])c(Oc2ccc(F)cc2F)c1. As a reaction SMILES: [CH3:22][NH2:23].[F:1][c:2]1[c:3]([O:4][c:5]2[cH:6][c:7]([C:8](=[O:9])[Cl:10])[cH:11][cH:12][c:13]2[N+:14](=[O:15])[O-:16])[cH:17][cH:18][c:19]([F:21])[cH:20]1.[OH2:24]>>[F:1][c:2]1[c:3]([O:4][c:5]2[cH:6][c:7]([C:8](=[O:9])[NH:23][CH3:22])[cH:11][cH:12][c:13]2[N+:14](=[O:15])[O-:16])[cH:17][cH:18][c:19]([F:21])[cH:20]1. Reactants: [N+](=O)([O-])C1=CC=C(CC=2N=CNC2)C=C1 (4-(4-nitro-benzyl)-1H-imidazole). The solvent is CCO (EtOH). Yields the product NC1=CC=C(CC=2N=CNC2)C=C1 (4-(4-amino-benzyl)-1H-imidazole). As a reaction SMILES: [N+:1]([C:4]1[CH:15]=[CH:14][C:7]([CH2:8][C:9]2[N:10]=[CH:11][NH:12][CH:13]=2)=[CH:6][CH:5]=1)([O-])=O>CCO>[NH2:1][C:4]1[CH:15]=[CH:14][C:7]([CH2:8][C:9]2[N:10]=[CH:11][NH:12][CH:13]=2)=[CH:6][CH:5]=1. Procedure details: Prepared by catalytic hydrogenation of 4-(4-nitro-benzyl)-1H-imidazole in EtOH on palladium/charcoal (10%) (20° C., 3.5 bar, 45 minutes).